Dataset: the Open Reaction Database (ORD), a public repository of structured organic reaction records. Task: describe an organic reaction: reactants, conditions, products, and yield The reactants are CO, [H][H], CC(C)NCC1CCN(Cc2ccccc2)C1. Product: CC(C)NCC1CCNC1. RXN SMILES: [CH3:20][OH:21].[H:18][H:19].[c:1]1([CH2:2][N:8]2[CH2:9][CH:10]([CH2:13][NH:14][CH:15]([CH3:16])[CH3:17])[CH2:11][CH2:12]2)[cH:3][cH:4][cH:5][cH:6][cH:7]1>>[NH:8]1[CH2:9][CH:10]([CH2:13][NH:14][CH:15]([CH3:16])[CH3:17])[CH2:11][CH2:12]1.